This data is from the Open Reaction Database (ORD), a public repository of structured organic reaction records. The task is: describe an organic reaction: reactants, conditions, products, and yield The product is Nc1ccc2[nH]cc(CCN3C(=O)c4ccccc4C3=O)c2c1. As a reaction SMILES: [CH2:28]1[O:29][CH2:30][CH2:31][CH2:32]1.[CH3:26][OH:27].[N+:1]([O-:2])(=[O:3])[c:4]1[cH:5][c:6]2[c:7]([CH2:13][CH2:14][N:15]3[C:16](=[O:25])[c:17]4[cH:18][cH:19][cH:20][cH:21][c:22]4[C:23]3=[O:24])[cH:8][nH:9][c:10]2[cH:11][cH:12]1>>[NH2:1][c:4]1[cH:5][c:6]2[c:7]([CH2:13][CH2:14][N:15]3[C:16](=[O:25])[c:17]4[cH:18][cH:19][cH:20][cH:21][c:22]4[C:23]3=[O:24])[cH:8][nH:9][c:10]2[cH:11][cH:12]1. Starting materials: C1CCOC1, CO, O=C1c2ccccc2C(=O)N1CCc1c[nH]c2ccc([N+](=O)[O-])cc12. Starting materials: C1(CC1)C(C=CC1=CC(=CC=C1)Cl)=O (1-cyclopropyl-3-(m-chlorophenyl)prop-2-en-1-one), CO (methanol), [N+](=O)([O-])CC (nitroethane), [Na] (sodium). Product: C1(CC1)CC(C(C(C)[N+](=O)[O-])C1=CC(=CC=C1)Cl)=O (1-cyclopropyl-3-(m-chlorophenyl)-4-nitropentanone). As a reaction SMILES: [CH:1]1([C:4](=O)[CH:5]=[CH:6][C:7]2[CH:12]=[CH:11][CH:10]=[C:9]([Cl:13])[CH:8]=2)[CH2:3][CH2:2]1.[N+:15]([CH2:18][CH3:19])([O-:17])=[O:16].[Na].C[OH:22]>>[CH:1]1([CH2:4][C:5](=[O:22])[CH:6]([C:7]2[CH:12]=[CH:11][CH:10]=[C:9]([Cl:13])[CH:8]=2)[CH:18]([N+:15]([O-:17])=[O:16])[CH3:19])[CH2:3][CH2:2]1 |^1:19|. Reported procedure: The procedure of Example IX using 33 g of 1-cyclopropyl-3-(m-chlorophenyl)prop-2-en-1-one, 15 ml of nitroethane and 2 g of sodium in 150 ml of methanol, gives 33.5 g of 1-cyclopropyl-3-(m-chlorophenyl)-4-nitropentanone as an oily residue which is used in the crude state for the remainder of the operations. The reactants are FC1=C2C(=C(N=C1)C1=NNC(=C1)C(=O)OCC)NC=C2C(C(N2CCN(CC2)C2=NN=NN2C2=CC=CC=C2)=O)=O (ethyl 3-(4-fluoro-3-(2-oxo-2-(4-(1-phenyl-1H-tetrazol-5-yl)piperazin-1-yl)acetyl)-1H-pyrrolo[2,3-c]pyridin-7-yl)-1H-pyrazole-5-carboxylate), Cl (HCl), O.[OH-].[Li+] (lithium hydroxide monohydrate). Solvent: CN(C)C=O (DMF), O (water). Conditions: temperature 100 celsius. The product is FC1=C2C(=C(N=C1)C1=NNC(=C1)C(=O)O)NC=C2C(C(N2CCN(CC2)C2=NN=NN2C2=CC=CC=C2)=O)=O (3-(4-fluoro-3-(2-oxo-2-(4-(1-phenyl-1H-tetrazol-5-yl)piperazin-1-yl)acetyl)-1H-pyrrolo[2,3-c]pyridin-7-yl)-1H-pyrazole-5-carboxylic acid). Isolated yield 56.6%. Reaction SMILES: [F:1][C:2]1[CH:7]=[N:6][C:5]([C:8]2[CH:12]=[C:11]([C:13]([O:15]CC)=[O:14])[NH:10][N:9]=2)=[C:4]2[NH:18][CH:19]=[C:20]([C:21](=[O:41])[C:22](=[O:40])[N:23]3[CH2:28][CH2:27][N:26]([C:29]4[N:33]([C:34]5[CH:39]=[CH:38][CH:37]=[CH:36][CH:35]=5)[N:32]=[N:31][N:30]=4)[CH2:25][CH2:24]3)[C:3]=12.O.[OH-].[Li+].Cl>CN(C=O)C.O>[F:1][C:2]1[CH:7]=[N:6][C:5]([C:8]2[CH:12]=[C:11]([C:13]([OH:15])=[O:14])[NH:10][N:9]=2)=[C:4]2[NH:18][CH:19]=[C:20]([C:21](=[O:41])[C:22](=[O:40])[N:23]3[CH2:28][CH2:27][N:26]([C:29]4[N:33]([C:34]5[CH:35]=[CH:36][CH:37]=[CH:38][CH:39]=5)[N:32]=[N:31][N:30]=4)[CH2:25][CH2:24]3)[C:3]=12 |f:1.2.3|. Procedure details: To a rb flask containing ethyl 3-(4-fluoro-3-(2-oxo-2-(4-(1-phenyl-1H-tetrazol-5-yl)piperazin-1-yl)acetyl)-1H-pyrrolo[2,3-c]pyridin-7-yl)-1H-pyrazole-5-carboxylate (0.058 g, 0.10 mmol) in DMF (5 mL) and water (5 mL) was added lithium hydroxide monohydrate (0.044g, 1.05 mmol). The mixture was heated to 100° C. for 21.5 h. The mixture was cooled to rt, and HCl was added to PH=1. Solids precipitated out of solution, and were collected by filtration to give the title compound as a yellow solid (0.03... The reactants are SC=1C=C2C(=C(C=NC2=CC1)[N+](=O)[O-])C1=CC=CC=C1 (6-mercapto-3-nitro-4-phenylquinoline), C([O-])([O-])=O.[K+].[K+] (potassium carbonate), Cl (hydrochloric acid). Solvent: O1CCOCC1 (dioxane), O (water), CI (methyl iodide), O (water). Conditions: time 2.5 hour. Product: CSC=1C=C2C(=C(C=NC2=CC1)[N+](=O)[O-])C1=CC=CC=C1 (6-methylthio-3-nitro-4-phenylquinoline). RXN SMILES: [SH:1][C:2]1[CH:3]=[C:4]2[C:9](=[CH:10][CH:11]=1)[N:8]=[CH:7][C:6]([N+:12]([O-:14])=[O:13])=[C:5]2[C:15]1[CH:20]=[CH:19][CH:18]=[CH:17][CH:16]=1.[C:21](=O)([O-])[O-].[K+].[K+].Cl>O1CCOCC1.O.CI>[CH3:21][S:1][C:2]1[CH:3]=[C:4]2[C:9](=[CH:10][CH:11]=1)[N:8]=[CH:7][C:6]([N+:12]([O-:14])=[O:13])=[C:5]2[C:15]1[CH:20]=[CH:19][CH:18]=[CH:17][CH:16]=1 |f:1.2.3|. Procedure details: To a solution of 6-mercapto-3-nitro-4-phenylquinoline (1.55 g) in dioxane (30 ml) were added a solution of potassium carbonate (1.14 g) in water (10 ml) and methyl iodide (1.17 g), and the whole was stirred for 2.5 hrs. at room temperature. After dilution with water, the mixture was acidified with hydrochloric acid, and the precipitating crystals were collected by filtration and recrystallized from acetone to give 6-methylthio-3-nitro-4-phenylquinoline as yellow needles. Yield 1.39 g (85.3%). m.... Reactants: [Cl-].C(C)[Al+]CC (diethylaluminum chloride), BrCC(=O)OC(C)(C)C (t-butyl bromoacetate), 2-(8-henyloctyl)benzaldehyde, C1(=CC=CC=C1)CCCCCCCCC1=C(C=O)C=CC=C1 (2-(8-phenyloctyl) benzaldehyde). Run at temperature -20 celsius, time 8 hour. Reagents/catalysts: [Cu]Br (copper (I) bromide), [Zn] (zinc). Product: OC(CC(=O)OC(C)(C)C)C1=C(C=CC=C1)CCCCCCCCC1=CC=CC=C1 (t-Butyl 3-hydroxy-3-[2-(8-phenyloctyl)phenyl]propionate). Procedure details: A solution of diethylaluminum chloride (0.0082 moles, 8.2 ml) in hexane was added to a slurry of zinc dust (0.0111 mol; 0.7248 g) and a catalytic amount of copper (I) bromide (0.0004 moll; 0.0585 g) in anhydrous tetrahydrofuran (40 ml) while stirring under argon at 20° C. The resulting mixture was then cooled to -20° C. in an ice-methanol bath. A solution of t-butyl bromoacetate (0.0082 mol; 1.32 ml) and 2-(8-henyloctyl)benzaldehyde of Example 5(a) or (b) (0.0082 moles; 2.3969 g) in anhydrous te... Solvent: O1CCCC1 (tetrahydrofuran), CCCCCC (hexane), O1CCCC1 (tetrahydrofuran). As a reaction SMILES: [Cl-].C([Al+]CC)C.Br[CH2:8][C:9]([O:11][C:12]([CH3:15])([CH3:14])[CH3:13])=[O:10].[C:16]1([CH2:22][CH2:23][CH2:24][CH2:25][CH2:26][CH2:27][CH2:28][CH2:29][C:30]2[CH:37]=[CH:36][CH:35]=[CH:34][C:31]=2[CH:32]=[O:33])[CH:21]=[CH:20][CH:19]=[CH:18][CH:17]=1>CCCCCC.O1CCCC1.[Zn].[Cu]Br>[OH:33][CH:32]([C:31]1[CH:34]=[CH:35][CH:36]=[CH:37][C:30]=1[CH2:29][CH2:28][CH2:27][CH2:26][CH2:25][CH2:24][CH2:23][CH2:22][C:16]1[CH:17]=[CH:18][CH:19]=[CH:20][CH:21]=1)[CH2:8][C:9]([O:11][C:12]([CH3:15])([CH3:14])[CH3:13])=[O:10] |f:0.1|. The reactants are OC(CCCNS(=O)(=O)C)COC1=CC=C(C=C1)F (N-[4-Hydroxy-5-(4-fluorophenoxy)pentyl]-methanesulfonamide), C(C)(=O)OC(C)=O (acetic anhydride). Run in C(C)OCC (ethyl ether). Reaction conditions: time 18 hour. Yields the product C(C)(=O)OC(CCCN(S(=O)(=O)C)CCCCCCC(=O)O)COC1=CC=C(C=C1)F (7-{N-[4- acetoxy-5-(4-fluorophenoxy)pentyl]methanesulfonamido}- heptanoic acid). As a reaction SMILES: [OH:1][CH:2]([CH2:11][O:12][C:13]1[CH:18]=[CH:17][C:16]([F:19])=[CH:15][CH:14]=1)[CH2:3][CH2:4][CH2:5][NH:6][S:7]([CH3:10])(=[O:9])=[O:8].C([O:23][C:24](=[O:26])[CH3:25])(=O)C>C(OCC)C>[C:2]([O:1][CH:2]([CH2:11][O:12][C:13]1[CH:14]=[CH:15][C:16]([F:19])=[CH:17][CH:18]=1)[CH2:3][CH2:4][CH2:5][N:6]([CH2:15][CH2:14][CH2:13][CH2:18][CH2:17][CH2:25][C:24]([OH:23])=[O:26])[S:7]([CH3:10])(=[O:9])=[O:8])(=[O:1])[CH3:3]. Procedure: A mixture of 7-{N-[4-hydroxy-45-(4-fluorophenoxy)- pentyl]methanesulfonamido}heptanoic acid (12.3 g., 0.03 mole) (Example 1, Step E) and acetic anhydride (6.1 g., 0.06 mole) is kept at room temperature for 18 hours. This mixture is taken up in 80 ml. of ethyl ether. The solution is extracted with an ice-cold solution of 8 g. of sodium hydroxide in 150 ml. of water. The basic solution is separated and acidified with concentrated hydrochloric acid. The crude product that separates is extracted int...